This data is from the Open Reaction Database (ORD), a public repository of structured organic reaction records. The task is: describe an organic reaction: reactants, conditions, products, and yield The reactants are C(CC)NC(NC1=CC=C(C=C1)B1OC(C)(C)C(C)(C)O1)=O ((4-(3-propylureido)phenyl)boronic acid pinacol ester), N1CCOCC1 (morpholine), ClC1=NC=CC(=N1)N1CCOCC1 (4-(2-chloropyrimidin-4-yl)morpholine), Intermediate 3. The product is O1CCN(CC1)C1=NC(=NC=C1)C1=CC=C(C=C1)NC(=O)NCCC (1-(4-(4-morpholinopyrimidin-2-yl)phenyl)-3-propylurea). Reaction SMILES: [CH2:1]([NH:4][C:5](=[O:22])[NH:6][C:7]1[CH:12]=[CH:11][C:10](B2OC(C)(C)C(C)(C)O2)=[CH:9][CH:8]=1)[CH2:2][CH3:3].Cl[C:24]1[N:29]=[C:28]([N:30]2[CH2:35][CH2:34][O:33][CH2:32][CH2:31]2)[CH:27]=[CH:26][N:25]=1.N1CCOCC1>>[O:33]1[CH2:34][CH2:35][N:30]([C:28]2[CH:27]=[CH:26][N:25]=[C:24]([C:10]3[CH:9]=[CH:8][C:7]([NH:6][C:5]([NH:4][CH2:1][CH2:2][CH3:3])=[O:22])=[CH:12][CH:11]=3)[N:29]=2)[CH2:31][CH2:32]1. Reported procedure: Method as described for Example 34 using (4-(3-propylureido)phenyl)boronic acid pinacol ester and 4-(2-chloropyrimidin-4-yl)morpholine which was synthesised according to Intermediate 3, using morpholine as starting material. The reactants are ClCCOC1=NNC2=NC=NC(=C21)NC2=CC(=C(C=C2)OCC2=NC=CC=C2)C (3-(2-chloroethoxy)-N-[3-methyl-4-(pyridin-2-ylmethoxy)phenyl]-1H-pyrazolo[3,4-d]pyrimidin-4-amine), N1CCCC1 (pyrrolidine). Product: CC=1C=C(C=CC1OCC1=NC=CC=C1)NC1=C2C(=NC=N1)NN=C2OCCN2CCCC2 (N-[3-methyl-4-(pyridin-2-ylmethoxy)phenyl]-3-(2-pyrrolidin-1-ylethoxy)-1H-pyrazolo[3,4-d]pyrimidin-4-amine). Yield: 40.0%. RXN SMILES: Cl[CH2:2][CH2:3][O:4][C:5]1[C:13]2[C:8](=[N:9][CH:10]=[N:11][C:12]=2[NH:14][C:15]2[CH:20]=[CH:19][C:18]([O:21][CH2:22][C:23]3[CH:28]=[CH:27][CH:26]=[CH:25][N:24]=3)=[C:17]([CH3:29])[CH:16]=2)[NH:7][N:6]=1.[NH:30]1[CH2:34][CH2:33][CH2:32][CH2:31]1>>[CH3:29][C:17]1[CH:16]=[C:15]([NH:14][C:12]2[N:11]=[CH:10][N:9]=[C:8]3[NH:7][N:6]=[C:5]([O:4][CH2:3][CH2:2][N:30]4[CH2:34][CH2:33][CH2:32][CH2:31]4)[C:13]=23)[CH:20]=[CH:19][C:18]=1[O:21][CH2:22][C:23]1[CH:28]=[CH:27][CH:26]=[CH:25][N:24]=1. Procedure details: The procedure described in Example 23 was repeated using 3-(2-chloroethoxy)-N-[3-methyl-4-(pyridin-2-ylmethoxy)phenyl]-1H-pyrazolo[3,4-d]pyrimidin-4-amine (prepared as described in Example 14) and pyrrolidine to give the title compound in 40% yield; NMR Spectrum: 1.66 (s, 4H), 2.25 (s, 3H), 2.54 (s, 4H), 2.86 (t, 2H), 4.40 (t, 2H), 5.19 (s, 2H), 6.97 (d, 1H), 7.34 (t, 1H), 7.44 (s+d, 2H), 7.54 (d, 1H), 7.84 (t, 1H), 8.23 (s, 1H), 8.49 (s, 1H), 8.59 (d, 1H); Mass Spectrum: 446 (MH+). Reaction SMILES: [CH2:1]([N:5]1[C:14](=[S:15])[C:13]2[NH:12][CH:11]=[N:10][C:9]=2[N:8]([CH2:16][CH2:17][CH2:18][CH3:19])[C:6]1=[O:7])[CH2:2][CH2:3][CH3:4].[Na:20]>C(O)C>[Na:20].[CH2:1]([N:5]1[C:14](=[S:15])[C:13]2[NH:12][CH:11]=[N:10][C:9]=2[N:8]([CH2:16][CH2:17][CH2:18][CH3:19])[C:6]1=[O:7])[CH2:2][CH2:3][CH3:4] |f:3.4,^1:19,23|. Starting materials: C(CCC)N1C(=O)N(C=2N=CNC2C1=S)CCCC (1,3-Di-n-butyl-6-thioxanthine), [Na] (sodium). Product: [Na].C(CCC)N1C(=O)N(C=2N=CNC2C1=S)CCCC (1,3-di-n-butyl-6-thioxanthine sodium salt). Procedure details: 1,3-Di-n-butyl-6-thioxanthine (5,6 g) was treated with sodium (0,46 g) in absolute ethanol (20 ml) to give the 1,3-di-n-butyl-6-thioxanthine sodium salt by heating under reflux for one hour. 1-chloropropan-2-one (2,31 g) dissolved in ethanol (20 ml) was added dropwise and the reaction mixture heated under reflux for a further 5 hours. The reaction was then complete (as judged by TLC). After standing overnight, the precipitated sodium chloride was filtered off under suction. The dark filtrate was... Run in C(C)O (ethanol). The reactants are COC=1C=C(C=CC=O)C=CC1OC(C)C=1N=C(OC1C)C1=CC=CC=C1 (3-methoxy-4-[1-(5-methyl-2-phenyl-4-oxazolyl)ethoxy]cinnamaldehyde), O1C(NC(C1)=O)=O (2,4-oxazolidinedione). Product: COC=1C=C(C=CC1OC(C)C=1N=C(OC1C)C1=CC=CC=C1)CCCC1C(NC(O1)=O)=O (5-[3-[3-methoxy-4-[1-(5-methyl-2-phenyl-4-oxazolyl)ethoxy]phenyl]propyl]-2,4-oxazolidinedione). Reaction SMILES: [CH3:1][O:2][C:3]1[CH:4]=[C:5]([CH:10]=[CH:11][C:12]=1[O:13][CH:14]([C:16]1[N:17]=[C:18]([C:22]2[CH:27]=[CH:26][CH:25]=[CH:24][CH:23]=2)[O:19][C:20]=1[CH3:21])[CH3:15])[CH:6]=[CH:7][CH:8]=O.[O:28]1[CH2:32][C:31](=[O:33])[NH:30][C:29]1=[O:34]>>[CH3:1][O:2][C:3]1[CH:4]=[C:5]([CH2:6][CH2:7][CH2:8][CH:32]2[O:28][C:29](=[O:34])[NH:30][C:31]2=[O:33])[CH:10]=[CH:11][C:12]=1[O:13][CH:14]([C:16]1[N:17]=[C:18]([C:22]2[CH:27]=[CH:26][CH:25]=[CH:24][CH:23]=2)[O:19][C:20]=1[CH3:21])[CH3:15]. Procedure: In substantially the same manner as in Working Example 11, 3-methoxy-4-[1-(5-methyl-2-phenyl-4-oxazolyl)ethoxy]cinnamaldehyde was condensed with 2,4-oxazolidinedione. The condensate was subjected to catalytic hydrogenation to yield 5-[3-[3-methoxy-4-[1-(5-methyl-2-phenyl-4-oxazolyl)ethoxy]phenyl]propyl]-2,4-oxazolidinedione. The reactants are [OH-].[Na+] (caustic soda), C(C1=CC=CC=C1)(=O)OC1=CC=C(C=C1)C1=CC=C(C=C1)[N+](=O)[O-] (4-benzoyloxy-4'-nitrobiphenyl). Run in C(C)O (ethanol). Reaction conditions: time 8 hour. Yields the product OC1=CC=C(C=C1)C1=CC=C(C=C1)[N+](=O)[O-] (4-hydroxy-4'-nitrobiphenyl). The yield is 80.0%. As a reaction SMILES: [OH-].[Na+].C([O:11][C:12]1[CH:17]=[CH:16][C:15]([C:18]2[CH:23]=[CH:22][C:21]([N+:24]([O-:26])=[O:25])=[CH:20][CH:19]=2)=[CH:14][CH:13]=1)(=O)C1C=CC=CC=1>C(O)C>[OH:11][C:12]1[CH:13]=[CH:14][C:15]([C:18]2[CH:23]=[CH:22][C:21]([N+:24]([O-:26])=[O:25])=[CH:20][CH:19]=2)=[CH:16][CH:17]=1 |f:0.1|. Procedure details: The equivalent amount of a 40% caustic soda solution is added, by drops, to a mixture of 300 g 4-benzoyloxy-4'-nitrobiphenyl (see Example 2) and 1500 ml ethanol; after addition, the mixture is heated under reflux for 30 min and then allowed to stand at room temperature overnight. Subsequently, the sodium salt is filtered off and dried. The free base, i.e. the hydroxy compound, is released by suspension of the sodium salt in water and acidification with half-concentrated hydrochloric acid The raw... Reported procedure: 2-((4S,5S)-1-(4-Bromophenyl)-3-(4-fluorophenyl)-4-methyl-4,5-dihydro-1H-pyrazol-5-yl)acetonitrile was prepared from 4-fluorobenzaldehyde and (4-bromophenyl)hydrazine following the procedure for the preparation of 4-((4S,5S)-5-(cyanomethyl)-1-(4-methoxyphenyl)-4-methyl-4,5-dihydro-1H-pyrazol-3-yl)benzonitrile (example 91G). LC-MS [M+H] 372, 374. The product is BrC1=CC=C(C=C1)N1N=C([C@H]([C@@H]1CC#N)C)C1=CC=C(C=C1)F (2-((4S,5S)-1-(4-Bromophenyl)-3-(4-fluorophenyl)-4-methyl-4,5-dihydro-1H-pyrazol-5-yl)acetonitrile). Reactants: FC1=CC=C(C=O)C=C1 (4-fluorobenzaldehyde), BrC1=CC=C(C=C1)NN ((4-bromophenyl)hydrazine), C(#N)C[C@H]1[C@@H](C(=NN1C1=CC=C(C=C1)OC)C1=CC=C(C#N)C=C1)C (4-((4S,5S)-5-(cyanomethyl)-1-(4-methoxyphenyl)-4-methyl-4,5-dihydro-1H-pyrazol-3-yl)benzonitrile). RXN SMILES: [F:1][C:2]1[CH:9]=[CH:8][C:5]([CH:6]=O)=[CH:4][CH:3]=1.[Br:10][C:11]1[CH:16]=[CH:15][C:14]([NH:17][NH2:18])=[CH:13][CH:12]=1.[C:19]([CH2:21][C@@H:22]1N(C2C=CC(OC)=CC=2)N=[C:24](C2C=CC(C#N)=CC=2)[C@H:23]1C)#[N:20]>>[Br:10][C:11]1[CH:16]=[CH:15][C:14]([N:17]2[C@@H:22]([CH2:21][C:19]#[N:20])[C@H:23]([CH3:24])[C:6]([C:5]3[CH:8]=[CH:9][C:2]([F:1])=[CH:3][CH:4]=3)=[N:18]2)=[CH:13][CH:12]=1. Starting materials: N(C1=CC=CC=C1)C1=C(C(=O)O)C=C(C(=C1)C(=O)O)NC1=CC=CC=C1 (2,5-dianilinoterephthalic acid), S(N)(=O)(=O)N(C1=CC=CC=C1)C1=C(C(=O)O)C=C(C(=C1)C(=O)O)N(C1=CC=CC=C1)S(N)(=O)=O (2,5-di(sulfamoylanilino)terephthalic acid). Product: C1=CC=C2C(=C1)C(=O)C3=CC4=C(C=C3N2)C(=O)C5=CC=CC=C5N4 (Quinacridone). As a reaction SMILES: [NH:1]([C:8]1[CH:16]=[C:15]([C:17](O)=[O:18])[C:14]([NH:20][C:21]2[CH:26]=[CH:25][CH:24]=[CH:23][CH:22]=2)=[CH:13][C:9]=1[C:10](O)=[O:11])[C:2]1[CH:7]=[CH:6][CH:5]=[CH:4][CH:3]=1.S(N(C1C=C(C(O)=O)C(N(S(=O)(=O)N)C2C=CC=CC=2)=CC=1C(O)=O)C1C=CC=CC=1)(=O)(=O)N>>[CH:24]1[CH:25]=[C:26]2[C:17]([C:15]3[C:14]([NH:20][C:21]2=[CH:22][CH:23]=1)=[CH:13][C:9]1[C:10]([C:7]2[C:2]([NH:1][C:8]=1[CH:16]=3)=[CH:3][CH:4]=[CH:5][CH:6]=2)=[O:11])=[O:18]. Procedure details: Pigmentary quinacridone was prepared exactly as described in comparison Example 2 except that 10% by weight, relative to the 2,5-dianilinoterephthalic acid, of 2,5-di(sulfamoylanilino)terephthalic acid (6 g) was included in the ring-closure reaction. Quinacridone (50.2 g) was obtained as a violet pigment. Reactants: CC=1C=CC2=C(NC(CO2)=O)C1 (6-methyl-2H-1,4-benzoxazin-3(4H)-one), BrBr (bromine). Run in C(Cl)Cl (DCM), C1CCOC1 (THF). Reaction conditions: time 30 minute. Yields the product BrC1=CC2=C(NC(CO2)=O)C=C1C (7-Bromo-6-methyl-2H-1,4-benzoxazin-3(4H)-one). The yield is 80.5%. Reaction SMILES: [CH3:1][C:2]1[CH:3]=[CH:4][C:5]2[O:10][CH2:9][C:8](=[O:11])[NH:7][C:6]=2[CH:12]=1.[Br:13]Br>C(Cl)Cl.C1COCC1>[Br:13][C:3]1[C:2]([CH3:1])=[CH:12][C:6]2[NH:7][C:8](=[O:11])[CH2:9][O:10][C:5]=2[CH:4]=1. Procedure details: To a suspension of 6-methyl-2H-1,4-benzoxazin-3(4H)-one (10.0 g, 61.3 mmol) in DCM (200 mL) and THF (200 mL) at 0° C. was added bromine (15.0 g, 93.7 mmol) dropwise. The reaction mixture was stirred at this temperature for 30 minutes, then filtered. The solid was washed with Et2O (200 mL) to give the title compound (11.95 g, 80%) as a white solid that was used without further purification. δH (CDCl3) 8.95 (1H, s), 7.16 (1H, s), 6.70 (1H, s), 4.59 (2H, s), 2.31 (3H, s).